This data is from the Open Reaction Database (ORD), a public repository of structured organic reaction records. The task is: describe an organic reaction: reactants, conditions, products, and yield Starting materials: Cl (hydrogen chloride), COC1=C(C=CC=C1)C1=NN(C2=CC=C(C=C12)C#N)C1OCCCC1 (3-(2-Methoxyphenyl)-1-perhydro-2H-pyran-2-yl-1H-indazole-5-carbonitrile), C([O-])(O)=O.[Na+] (sodium bicarbonate). The solvent is O1CCCC1 (tetrahydrofuran). Reaction conditions: time 12 hour. Yields the product COC1=C(C=CC=C1)C1=NNC2=CC=C(C=C12)C#N (3-(2-Methoxyphenyl)-1H-indazole-5-carbonitrile). Reaction SMILES: [CH3:1][O:2][C:3]1[CH:8]=[CH:7][CH:6]=[CH:5][C:4]=1[C:9]1[C:17]2[C:12](=[CH:13][CH:14]=[C:15]([C:18]#[N:19])[CH:16]=2)[N:11](C2CCCCO2)[N:10]=1.Cl.C(=O)(O)[O-].[Na+]>O1CCCC1>[CH3:1][O:2][C:3]1[CH:8]=[CH:7][CH:6]=[CH:5][C:4]=1[C:9]1[C:17]2[C:12](=[CH:13][CH:14]=[C:15]([C:18]#[N:19])[CH:16]=2)[NH:11][N:10]=1 |f:2.3|. Reported procedure: 3-(2-Methoxyphenyl)-1-perhydro-2H-pyran-2-yl-1H-indazole-5-carbonitrile (0.539 g, 2.17 mmol) was dissolved in 10 mL of tetrahydrofuran. Aqueous hydrogen chloride (10 mL, 6.0N) was added and the reaction mixture was stirred at room temperature for 12 hours, then reflux temperature for 7 hours. The pH of the reaction was neutralized using saturated sodium bicarbonate and the crude was extracted with ethyl acetate (3×15 mL). Attempt to purify the crude by column chromatography was unsuccessful: ES-... The reactants are CC(C)(C)OC(=O)N=NC(=O)OC(C)(C)C, C1CCOC1, O, Cc1cc(OCCO)c(O)cn1, c1ccc(P(c2ccccc2)c2ccccc2)cc1. The product is Cc1cc2c(cn1)OCCO2. Reaction SMILES: [N:32]([C:33]([O:34][C:35]([CH3:36])([CH3:37])[CH3:38])=[O:39])=[N:40][C:41]([O:42][C:43]([CH3:44])([CH3:45])[CH3:46])=[O:47].[O:49]1[CH2:50][CH2:51][CH2:52][CH2:53]1.[OH2:48].[OH:1][CH2:2][CH2:3][O:4][c:5]1[c:6]([OH:12])[cH:7][n:8][c:9]([CH3:11])[cH:10]1.[c:13]1([P:14]([c:15]2[cH:16][cH:17][cH:18][cH:19][cH:20]2)[c:21]2[cH:22][cH:23][cH:24][cH:25][cH:26]2)[cH:27][cH:28][cH:29][cH:30][cH:31]1>>[CH2:2]1[CH2:3][O:4][c:5]2[c:6]([cH:7][n:8][c:9]([CH3:11])[cH:10]2)[O:12]1. The reactants are CCOC(=O)c1ccc(-c2nc(C(C)(C)NC(C)=O)cs2)cc1, CCO, [Na+], C1CCOC1, [OH-]. Product: CC(=O)NC(C)(C)c1csc(-c2ccc(C(=O)O)cc2)n1. Reaction SMILES: [CH2:1]([CH3:2])[O:3][C:4]([c:5]1[cH:6][cH:7][c:8](-[c:11]2[s:12][cH:13][c:14]([C:16]([CH3:17])([CH3:18])[NH:19][C:20]([CH3:21])=[O:22])[n:15]2)[cH:9][cH:10]1)=[O:23].[CH3:31][CH2:32][OH:33].[Na+:25].[O:26]1[CH2:27][CH2:28][CH2:29][CH2:30]1.[OH-:24]>>[O:3]=[C:4]([c:5]1[cH:6][cH:7][c:8](-[c:11]2[s:12][cH:13][c:14]([C:16]([CH3:17])([CH3:18])[NH:19][C:20]([CH3:21])=[O:22])[n:15]2)[cH:9][cH:10]1)[OH:23]. Starting materials: C(C)OC(=O)C1=C(SC2=C(C1=O)C=CC=C2)S(=O)C (3-Ethoxycarbonyl-2-methylsulfinyl-4-oxo-4H-1-benzothiopyran), S.[Na] (sodium hydrogensulfide). The solvent is O1CCCC1 (tetrahydrofuran). Reaction conditions: time 3 hour. The product is C(C)OC(=O)C1=C(SC2=C(C1=O)C=CC=C2)S (3-Ethoxycarbonyl-2-mercapto-4-oxo-4H-1-benzothiopyran). The yield is 23.0%. Reaction SMILES: [CH2:1]([O:3][C:4]([C:6]1[C:11](=[O:12])[C:10]2[CH:13]=[CH:14][CH:15]=[CH:16][C:9]=2[S:8][C:7]=1[S:17](C)=O)=[O:5])[CH3:2].S.[Na]>O1CCCC1>[CH2:1]([O:3][C:4]([C:6]1[C:11](=[O:12])[C:10]2[CH:13]=[CH:14][CH:15]=[CH:16][C:9]=2[S:8][C:7]=1[SH:17])=[O:5])[CH3:2] |f:1.2,^1:20|. Procedure: To a solution of 100 mg (0.337 mmol) of the compound of Example 18 in 1.8 ml of tetrahydrofuran was added 1N sodium hydrogensulfide (0.697 mmol), and the mixture was stirred for 3 hours. Solvent was distilled off and 87 mg of sodium bicarbonate and 6.5 ml of water were added to the residue, which was washed with dichloromethane. After added 2.2 ml of 1N hydrochloric acid, this was extracted with dichloromethane. The organic layer was washed with saturated saline solution and concentrated. The re... Reaction SMILES: Cl[C:2]1[C:3](=[O:15])[N:4]([C@@H:9]([CH2:12][O:13][CH3:14])[CH2:10][CH3:11])[CH:5]=[C:6]([Cl:8])[N:7]=1.[Cl:16][C:17]1[CH:18]=[C:19]2[C:23](=[C:24]([Cl:26])[CH:25]=1)[NH:22][CH2:21][CH2:20]2>>[Cl:8][C:6]1[N:7]=[C:2]([N:22]2[C:23]3[C:19](=[CH:18][C:17]([Cl:16])=[CH:25][C:24]=3[Cl:26])[CH2:20][CH2:21]2)[C:3](=[O:15])[N:4]([C@@H:9]([CH2:12][O:13][CH3:14])[CH2:10][CH3:11])[CH:5]=1. Reported procedure: Prepared in a similar fashion as described for Example 413 using 3,5-dichloro-1-[(1R)-1-(methoxymethyl)propyl]-2(1H)-pyrazinone and 5,7-dichloroindoline as the starting materials. mp 143–146° C.; 1H NMR (300 MHz, CDCl3): δ 7.15 (d, J=1.8 Hz, 1 H), 7.09 (d, J=1.8 Hz, 1 H), 7.03 (s, 1 H), 4.94–4.90 (m, 1 H), 4.32 (t, J=8.1 Hz, 2 H), 3.65 (dd, J=10.6, 5.5 Hz, 1 H), 3.54 (dd, J=10.7, 3.3 Hz, 1 H), 3.33 (s, 3 H), 3.10 (t, J=8.1 Hz, 2 H), 1.88–1.70 (m, 2 H), 0.91 (t, J=7.3 Hz, 3 H); HRMS (ESI) calcd f... The reactants are ClC=1C(N(C=C(N1)Cl)[C@H](CC)COC)=O (3,5-dichloro-1-[(1R)-1-(methoxymethyl)propyl]-2(1H)-pyrazinone), ClC=1C=C2CCNC2=C(C1)Cl (5,7-dichloroindoline). Yields the product ClC=1N=C(C(N(C1)[C@H](CC)COC)=O)N1CCC2=CC(=CC(=C12)Cl)Cl (5-Chloro-3-(5,7-dichloro-2,3-dihydro-1H-indol-1-yl)-1-[(1R)-1-(methoxymethyl)propyl]-2(1H)-pyrazinone). The reactants are BrC=1SC=CN1 (2-Bromothiazole), N1CCNCCC1 (homopiperazine). Run in CC(=O)N(C)C (DMA). Yields the product S1C(=NC=C1)N1CCNCCC1 (1-(1,3-Thiazol-2-yl)-1,4-diazepane). Isolated yield 93.9%. As a reaction SMILES: Br[C:2]1[S:3][CH:4]=[CH:5][N:6]=1.[NH:7]1[CH2:13][CH2:12][CH2:11][NH:10][CH2:9][CH2:8]1>CC(N(C)C)=O>[S:3]1[CH:4]=[CH:5][N:6]=[C:2]1[N:7]1[CH2:13][CH2:12][CH2:11][NH:10][CH2:9][CH2:8]1. Reported procedure: 2-Bromothiazole (1.00 g, 6.10 mmol) and homopiperazine (2.44 g, 24.4 mmol) were dissolved in DMA (1 mL) and heated using a microwave (180° C., absorption high) for 30 min. The reaction mixture was dissolved in DCM (50 mL), washed with sat aq Na2CO3 (50 mL), brine (50 mL), dried (MgSO4) and concentrated in vacuo to give the crude title compound (1.05 g, 94%) as a yellow solid. LCMS (ES+): 184.2 [MH]+. Reactants: CC12C(C(C(CC1)C2)(C)C)N (1,3,3-trimethylbicyclo[2.2.1]hept-2-ylamine), ClCC(=O)Cl (chloroacetyl chloride). Solvent: C(Cl)Cl (methylene chloride), C(C)N(CC)CC (triethylamine). Run at time 12 hour. The product is ClCC(=O)NC1C2(CCC(C1(C)C)C2)C (2-chloro-N-(1,3,3-trimethylbicyclo[2,2,1]hept-2-yl)acetamide). Reaction SMILES: [CH3:1][C:2]12[CH2:8][CH:5]([CH2:6][CH2:7]1)[C:4]([CH3:10])([CH3:9])[CH:3]2[NH2:11].[Cl:12][CH2:13][C:14](Cl)=[O:15]>C(Cl)Cl.C(N(CC)CC)C>[Cl:12][CH2:13][C:14]([NH:11][CH:3]1[C:4]([CH3:10])([CH3:9])[CH:5]2[CH2:8][C:2]1([CH3:1])[CH2:7][CH2:6]2)=[O:15]. Procedure: To a solution of 1,3,3-trimethylbicyclo[2.2.1]hept-2-ylamine (5 g, 26.3 mmol) in methylene chloride (20 ml) and triethylamine (4 ml) was added chloroacetyl chloride (2.1 ml, 26.4 mmol) dropwise. The resulting solution was stirred for 12 hours, then the solvent removed under reduced pressure. The residue was partitioned between ethyl acetate and water, the organic layer washed with brine, and dried over magnesium sulfate. The ethyl acetate solution was absorbed onto silica gel, which was eluted w... Reactants: ClC(C)Cl (dichloroethane), CN(C)C=O (DMF), C=1C(=CN2CCCCC12)C(=O)OC (Methyl 5,6,7,8-Tetrahydroindolizine-2-carboxylate), P(=O)(Cl)(Cl)Cl (phosphorus oxychloride). The solvent is C(C)#N (acetonitrile). Run at temperature 0 celsius, time 1 hour. Yields the product C(=O)C1=C(C=C2CCCCN12)C(=O)OC (Methyl 3-Formyl-5,6,7,8-tetrahydroindolizine-2-carboxylate). Isolated yield 60.6%. Reaction SMILES: ClC(Cl)C.CN([CH:8]=[O:9])C.P(Cl)(Cl)(Cl)=O.[CH:15]1[C:16]([C:24]([O:26][CH3:27])=[O:25])=[CH:17][N:18]2[C:23]=1[CH2:22][CH2:21][CH2:20][CH2:19]2>C(#N)C>[CH:8]([C:17]1[N:18]2[C:23]([CH2:22][CH2:21][CH2:20][CH2:19]2)=[CH:15][C:16]=1[C:24]([O:26][CH3:27])=[O:25])=[O:9]. Reported procedure: A 100-mL round-bottomed flask equipped with a magnetic stirrer was purged with nitrogen and charged with anhydrous dichloroethane (20 mL) and anhydrous DMF (0.70 mL, 9.0 mmol). To the mixture cooled at 0° C. was added phosphorus oxychloride (0.70 mL, 7.3 mmol) over a period of 2 min, while maintaining the reaction temperature between 0 and 10° C. The cooling bath was removed and the reaction was stirred at room temperature for 1 hour. A solution of methyl 5,6,7,8-tetrahydroindolizine-2-carboxyla... Reported procedure: Using the procedure of Example I, tetraisopropyl methane diphosphonate was converted to tetraisopropyl 2-methyl cyclobutane-1,1 diphosphonate by reaction with 1,3 dibromobutane at 80° C. for 4 hours. 31P NMR (CDCl3) chemical shift 24.1 ppm. Reaction SMILES: P([O:4][PH:5]([OH:7])=[O:6])(O)=O.C([C:11]([CH:18]([CH3:20])C)([CH:15]([CH3:17])C)C(C)C)(C)C.BrCCC(Br)C>>[CH3:17][CH:15]1[CH2:11][CH2:18][C:20]1([P:5]([OH:4])(=[O:6])[OH:7])[P:5]([OH:7])(=[O:4])[OH:6] |f:0.1|. The product is CC1C(CC1)(P(O)(=O)O)P(O)(=O)O (2-methylcyclobutane-1,1-diphosphonic acid). The reactants are P(=O)(O)OP(=O)O.C(C)(C)C(C(C)C)(C(C)C)C(C)C (tetraisopropyl methane diphosphonate), tetraisopropyl 2-methyl cyclobutane-1,1 diphosphonate, BrCCC(C)Br (1,3 dibromobutane). Starting materials: CN1CCNCC1, CCN(CC)S(=O)(=O)c1cc(C(=O)O)ccc1Cl, Cl, O. Product: CCN(CC)S(=O)(=O)c1cc(C(=O)O)ccc1N1CCN(C)CC1. RXN SMILES: [CH3:19][N:20]1[CH2:21][CH2:22][NH:23][CH2:24][CH2:25]1.[Cl:1][c:2]1[c:3]([S:11]([N:12]([CH2:13][CH3:14])[CH2:15][CH3:16])(=[O:17])=[O:18])[cH:4][c:5]([C:6](=[O:7])[OH:8])[cH:9][cH:10]1.[ClH:26].[OH2:27]>>[c:2]1([N:23]2[CH2:22][CH2:21][N:20]([CH3:19])[CH2:25][CH2:24]2)[c:3]([S:11]([N:12]([CH2:13][CH3:14])[CH2:15][CH3:16])(=[O:17])=[O:18])[cH:4][c:5]([C:6](=[O:7])[OH:8])[cH:9][cH:10]1.